From a dataset of the Open Reaction Database (ORD), a public repository of structured organic reaction records. describe an organic reaction: reactants, conditions, products, and yield The reactants are FC(C(=O)O)(F)F.ClC1=CC=C2C(=C1)NC(C21C(NC(C1C1=CC(=C(C=C1)F)Cl)C(=O)O)CC(C)(C)C)=O (rac-(2′S,3′R,4′R,5′R)-6-chloro-4′-(3-chloro-4-fluoro-phenyl)-2′-(2,2-dimethyl-propyl)-2-oxo-1,2-dihydro-spiro[indole-3,3′-pyrrolidine]-5′-carboxylic acid trifluoroacetic acid), NC1=C(C=C(C(=O)OC)C=C1)OC (methyl 4-amino-3-methoxybenzoate), C(C)(C)N(CC)C(C)C (diisopropylethylamine), C1(=CC=CC=C1)P(=O)(C1=CC=CC=C1)Cl (diphenylphosphinic chloride). The product is COC(C1=CC(=C(C=C1)NC(=O)[C@H]1[C@@H]([C@@]2([C@@H](N1)CC(C)(C)C)C(NC1=CC(=CC=C12)Cl)=O)C1=CC(=C(C=C1)F)Cl)OC)=O (rac-4-{[(2′S,3′R,4′R,5′R)-6-chloro-4′-(3-chloro-4-fluoro-phenyl)-2′-(2,2-dimethyl-propyl)-2-oxo-1,2-dihydro-spiro[indole-3,3′-pyrrolidine]-5′-carbonyl]amino}-3-methoxy-benzoic acid methyl ester). As a reaction SMILES: FC(F)(F)C(O)=O.[Cl:8][C:9]1[CH:14]=[C:13]2[NH:15][C:16](=[O:38])[C:17]3([CH:21]([C:22]4[CH:27]=[CH:26][C:25]([F:28])=[C:24]([Cl:29])[CH:23]=4)[CH:20]([C:30](O)=[O:31])[NH:19][CH:18]3[CH2:33][C:34]([CH3:37])([CH3:36])[CH3:35])[C:12]2=[CH:11][CH:10]=1.C(N(C(C)C)CC)(C)C.C1(P(Cl)(C2C=CC=CC=2)=O)C=CC=CC=1.[NH2:63][C:64]1[CH:73]=[CH:72][C:67]([C:68]([O:70][CH3:71])=[O:69])=[CH:66][C:65]=1[O:74][CH3:75]>>[CH3:71][O:70][C:68](=[O:69])[C:67]1[CH:72]=[CH:73][C:64]([NH:63][C:30]([C@@H:20]2[NH:19][C@@H:18]([CH2:33][C:34]([CH3:35])([CH3:37])[CH3:36])[C@:17]3([C:12]4[C:13](=[CH:14][C:9]([Cl:8])=[CH:10][CH:11]=4)[NH:15][C:16]3=[O:38])[C@H:21]2[C:22]2[CH:27]=[CH:26][C:25]([F:28])=[C:24]([Cl:29])[CH:23]=2)=[O:31])=[C:65]([O:74][CH3:75])[CH:66]=1 |f:0.1|. Procedure: In a manner similar to the method described in Example 5, rac-(2′S,3′R,4′R,5′R)-6-chloro-4′-(3-chloro-4-fluoro-phenyl)-2′-(2,2-dimethyl-propyl)-2-oxo-1,2-dihydro-spiro[indole-3,3′-pyrrolidine]-5′-carboxylic acid trifluoroacetic acid prepared in Example 82 (0.4 g, 0.69 mmol) was reacted with diisopropylethylamine (0.46 g, 3.6 mmol), diphenylphosphinic chloride (0.34 g, 1.4 mmol), then reacted with methyl 4-amino-3-methoxybenzoate (Ark Pharm) (0.19 g, 1.07 mmol) to give rac-4-{[(2′S,3′R,4′R,5′R)-6...